From a dataset of the Open Reaction Database (ORD), a public repository of structured organic reaction records. describe an organic reaction: reactants, conditions, products, and yield The reactants are FC(C=1C=C(CN(C(C)=O)C2C3=C(NCCC2)C=CC(=C3)C(F)(F)F)C=C(C1)C(F)(F)F)(F)F (N-(3,5-Bis-trifluoromethyl-benzyl)-N-(7-trifluoromethyl-2,3,4,5-tetrahydro-1H-benzo[b]azepin-5-yl)-acetamide), BrBr (bromine). The solvent is CC(=O)O (HOAc). Reaction conditions: time 8 hour. The product is FC(C=1C=C(CN(C(C)=O)C2C3=C(NCCC2)C(=CC(=C3)C(F)(F)F)Br)C=C(C1)C(F)(F)F)(F)F (N-(3,5-Bis-trifluoromethyl-benzyl)-N-(9-bromo-7-trifluoromethyl-2,3,4,5-tetrahydro-1H-benzo[b]azepin-5-yl)-acetamide). Yield: 0.1%. Reaction SMILES: [F:1][C:2]([F:34])([F:33])[C:3]1[CH:4]=[C:5]([CH:26]=[C:27]([C:29]([F:32])([F:31])[F:30])[CH:28]=1)[CH2:6][N:7]([CH:11]1[CH2:17][CH2:16][CH2:15][NH:14][C:13]2[CH:18]=[CH:19][C:20]([C:22]([F:25])([F:24])[F:23])=[CH:21][C:12]1=2)[C:8](=[O:10])[CH3:9].[Br:35]Br>CC(O)=O>[F:30][C:29]([F:31])([F:32])[C:27]1[CH:26]=[C:5]([CH:4]=[C:3]([C:2]([F:1])([F:33])[F:34])[CH:28]=1)[CH2:6][N:7]([CH:11]1[CH2:17][CH2:16][CH2:15][NH:14][C:13]2[C:18]([Br:35])=[CH:19][C:20]([C:22]([F:23])([F:24])[F:25])=[CH:21][C:12]1=2)[C:8](=[O:10])[CH3:9]. Procedure: To a solution of crude N-(3,5-Bis-trifluoromethyl-benzyl)-N-(7-trifluoromethyl-2,3,4,5-tetrahydro-1H-benzo[b]azepin-5-yl)-acetamide (0.0980 mg, 0.197 mmol) in HOAc (2.00 ml), was added bromine (0.0106 ml, 0.207 mmol) dropwise. The reaction mixture was stirred at room temperature overnight. Remove the solvent on a rotary evaporator. Purification by silica gel chromatography (eluent, 0-40% ethyl acetate in hexane) provided the titled compound (0.0850 mg, 75%). MS (ES+): 577, 579 (M+H).